Dataset: the Open Reaction Database (ORD), a public repository of structured organic reaction records. Task: describe an organic reaction: reactants, conditions, products, and yield Reactants: Cl (hydrochloric acid), aqueous solution, C([O-])([O-])=O.[K+].[K+] (potassium carbonate), C(C)OC=1C=C(COC=2C=CC3=C(C=C(CCS3(=O)=O)C(=O)OC)C2)C=CC1OCC (methyl 7-(3,4-diethoxybenzyloxy)-1,1-dioxo-2,3-dihydro-1-benzothiepine-4-carboxylate). Run in C1CCOC1.CO (THF methanol). Conditions: temperature 60 celsius, time 14 hour. Product: C(C)OC=1C=C(COC=2C=CC3=C(C=C(CCS3(=O)=O)C(=O)O)C2)C=CC1OCC (7-(3,4-diethoxybenzyloxy)-1,1-dioxo-2,3-dihydro-1-benzothiepine-4-carboxylic acid). Isolated yield 381.2%. RXN SMILES: [CH2:1]([O:3][C:4]1[CH:5]=[C:6]([CH:26]=[CH:27][C:28]=1[O:29][CH2:30][CH3:31])[CH2:7][O:8][C:9]1[CH:10]=[CH:11][C:12]2[S:18](=[O:20])(=[O:19])[CH2:17][CH2:16][C:15]([C:21]([O:23]C)=[O:22])=[CH:14][C:13]=2[CH:25]=1)[CH3:2].C(=O)([O-])[O-].[K+].[K+].Cl>C1COCC1.CO>[CH2:1]([O:3][C:4]1[CH:5]=[C:6]([CH:26]=[CH:27][C:28]=1[O:29][CH2:30][CH3:31])[CH2:7][O:8][C:9]1[CH:10]=[CH:11][C:12]2[S:18](=[O:20])(=[O:19])[CH2:17][CH2:16][C:15]([C:21]([OH:23])=[O:22])=[CH:14][C:13]=2[CH:25]=1)[CH3:2] |f:1.2.3,5.6|. Procedure details: To methyl 7-(3,4-diethoxybenzyloxy)-1,1-dioxo-2,3-dihydro-1-benzothiepine-4-carboxylate (818 mg) dissolved in THF-methanol (15-7.5 ml) was added a 2 M aqueous solution of potassium carbonate (1.5 ml), and the resulting mixture was stirred at 60° C. for 14 hours. The reaction mixture was treated with 1 N hydrochloric acid to bring the pH to 2. The resulting mixture was extracted with ethyl acetate, and the organic layer was washed with an aqueous saturated solution of sodium chloride and was drie... Reactants: CC1Cc2c(F)c(F)cc3c(=O)c(C(=O)O)cn1c23, [K+], O=[N+]([O-])[O-], O=S(=O)(O)O. Product: CC1Cc2c(F)c(F)c([N+](=O)[O-])c3c(=O)c(C(=O)O)cn1c23. RXN SMILES: [F:1][c:2]1[cH:3][c:4]2[c:5](=[O:19])[c:6]([C:16](=[O:17])[OH:18])[cH:7][n:8]3[c:9]2[c:10]([c:11]1[F:12])[CH2:13][CH:14]3[CH3:15].[K+:20].[O-:21][N+:22]([O-:23])=[O:24].[S:25](=[O:26])(=[O:27])([OH:28])[OH:29]>>[F:1][c:2]1[c:3]([N+:22](=[O:21])[O-:23])[c:4]2[c:5](=[O:19])[c:6]([C:16](=[O:17])[OH:18])[cH:7][n:8]3[c:9]2[c:10]([c:11]1[F:12])[CH2:13][CH:14]3[CH3:15]. Starting materials: C([O-])([O-])=O.[K+].[K+] (potassium carbonate), Cl.ClCCN1CCCCC1 (1-(2-chloroethyl)piperidine hydrochloride), OC1=CC=C(C=C1)C=1N=C(SC1)C#N (4-(4-hydroxyphenyl)-thiazole-2-carbonitrile), O (water). The solvent is CN(C=O)C (dimethylformamide). Reaction conditions: time 28 hour. The product is N1(CCCCC1)CCOC1=CC=C(C=C1)C=1N=C(SC1)C#N (4-[4-[2-(piperidin-1-yl)ethyloxy]phenyl]-thiazole-2-carbonitrile). Yield: 93.1%. RXN SMILES: [OH:1][C:2]1[CH:7]=[CH:6][C:5]([C:8]2[N:9]=[C:10]([C:13]#[N:14])[S:11][CH:12]=2)=[CH:4][CH:3]=1.C(=O)([O-])[O-].[K+].[K+].Cl.Cl[CH2:23][CH2:24][N:25]1[CH2:30][CH2:29][CH2:28][CH2:27][CH2:26]1.O>CN(C)C=O>[N:25]1([CH2:24][CH2:23][O:1][C:2]2[CH:3]=[CH:4][C:5]([C:8]3[N:9]=[C:10]([C:13]#[N:14])[S:11][CH:12]=3)=[CH:6][CH:7]=2)[CH2:30][CH2:29][CH2:28][CH2:27][CH2:26]1 |f:1.2.3,4.5|. Procedure details: A suspension of 4-(4-hydroxyphenyl)-thiazole-2-carbonitrile (7 g), crushed potassium carbonate (13.1 g) and 1-(2-chloroethyl)piperidine hydrochloride (7.78 g) in dry dimethylformamide (60 ml) was stirred at room temperature for 28 h, and then added to water (400 ml). The precipitated solid was filtered, and then partitioned between dichloromethane and water. The organic layer was dried over sodium sulphate, filtered, and evaporated to dryness to give 4-[4-[2-(piperidin-1-yl)ethyloxy]phenyl]-thia... Starting materials: [H-].[Na+] (NaH), CSCCO (2-methylsulfanyl-ethanol), C1CCOC1 (THF), BrCC1=C2C=CN(C2=CC=C1)C1=NC(=NC=C1)SC (4-bromomethyl-1-(2-methylsulfanyl-pyrimidin-4-yl)-1H-indole), C1CCOC1 (THF). Run at time 30 minute. The product is CS(=O)C1=NC=CC(=N1)N1C=CC2=C(C=CC=C12)COCCSC (1-(2-methanesulfinyl-pyrimidin-4-yl)-4-(2-methylsulfanyl-ethoxymethyl)-1H-indole). Reaction SMILES: [CH3:1][S:2][CH2:3][CH2:4][OH:5].[H-].[Na+].Br[CH2:9][C:10]1[CH:18]=[CH:17][CH:16]=[C:15]2[C:11]=1[CH:12]=[CH:13][N:14]2[C:19]1[CH:24]=[CH:23][N:22]=[C:21]([S:25][CH3:26])[N:20]=1.C1C[O:30]CC1>>[CH3:26][S:25]([C:21]1[N:20]=[C:19]([N:14]2[C:15]3[C:11](=[C:10]([CH2:9][O:5][CH2:4][CH2:3][S:2][CH3:1])[CH:18]=[CH:17][CH:16]=3)[CH:12]=[CH:13]2)[CH:24]=[CH:23][N:22]=1)=[O:30] |f:1.2|. Reported procedure: 2-methylsulfanyl-ethanol (0.29 mL, 3.36 mmol) was dissolved in THF (5 mL), cooled in an ice bath, and NaH (148 mg, 3.7 mmol) was the added portionwise. After 30 min, a suspension of 4-bromomethyl-1-(2-methylsulfanyl-pyrimidin-4-yl)-1H-indole (750 mg, 2.24 mmol) in THF (5 mL) was added, and the mixture was stirred at RT overnight. The mixture was then concentrated in vacuo, and the residue purified using flash chromatography on a silica column, eluting with hexane:ethyl acetate 4:1 to 3:7 to yiel...